From a dataset of the Open Reaction Database (ORD), a public repository of structured organic reaction records. describe an organic reaction: reactants, conditions, products, and yield The reactants are C(C)(=O)[O-].[Na+] (sodium acetate), C(C)(=O)OC(C)=O (acetic anhydride), COC(=O)/C=C/C1=CC2=C(C(=C1)O)OC(C2C(=O)OC)C=3C=CC(=C(C3)O)O (dihydrobenzofuran), O1C(=CC=C1)C=O (2-furaldehyde), C(CCC(=O)OCC)(=O)OCC (diethyl succinate), CC(C)([O-])C.[K+] (potassium t-butoxide), O1C(=CC=C1)C=O (2-furaldehyde), C(=O)([O-])[O-].[K+].[K+] (K2CO3), C(CCC(=O)OCC)(=O)OCC (diethyl succinate). Run in C(C)(C)(C)O (t-butanol), CCO (EtOH). The product is O1C=CC2=C1C=CC=C2 (benzofuran). RXN SMILES: COC(/C=C/[C:7]1[CH:12]=[C:11](O)[C:10]2[O:14][CH:15](C3C=CC(O)=C(O)C=3)[CH:16](C(OC)=O)[C:9]=2[CH:8]=1)=O.O1C=CC=C1C=O.C(OCC)(=O)CCC(OCC)=O.CC(C)([O-])C.[K+].C([O-])(=O)C.[Na+].C(OC(=O)C)(=O)C.C([O-])([O-])=O.[K+].[K+]>CCO.C(O)(C)(C)C>[O:14]1[C:10]2[CH:11]=[CH:12][CH:7]=[CH:8][C:9]=2[CH:16]=[CH:15]1 |f:3.4,5.6,8.9.10|. Procedure: As depicted in Scheme F, dihydrobenzofuran intermediate F-3 could be prepared starting from commercially available 2-furaldehyde and diethyl succinate. Treatment of 2-furaldehyde and diethyl succinate with potassium t-butoxide in refluxing t-butanol gives intermediate F-1. Treatment of F-1 with sodium acetate in refluxing acetic anhydride, followed by aqueous work-up and subsequently refluxing the residue in EtOH in the presence of K2CO3, gives benzofuran F-2. F-2 could be subjected to hydrogena... The reactants are FC1=C(C=C(C=C1)OC)C=1C=CC(=NC1OCC(C)C)CO ((5-(2-fluoro-5-methoxyphenyl)-6-isobutoxypyridin-2-yl)methanol), C1(C=2C(C(N1)=O)=CC=CC2)=O (phthalimide), C1(=CC=CC=C1)P(C1=CC=CC=C1)C1=CC=CC=C1 (triphenylphosphine), solution, N(=NC(=O)OCC)C(=O)OCC (diethyl azodicarboxylate). Run in O (Water), C1CCOC1 (THF), C1(=CC=CC=C1)C (toluene). Product: FC1=C(C=C(C=C1)OC)C=1C=CC(=NC1OCC(C)C)CN1C(C2=CC=CC=C2C1=O)=O (2-((5-(2-fluoro-5-methoxyphenyl)-6-isobutoxypyridin-2-yl)methyl)-1H-isoindole-1,3(2H)-dione). Isolated yield 90.5%. As a reaction SMILES: [F:1][C:2]1[CH:7]=[CH:6][C:5]([O:8][CH3:9])=[CH:4][C:3]=1[C:10]1[CH:11]=[CH:12][C:13]([CH2:21]O)=[N:14][C:15]=1[O:16][CH2:17][CH:18]([CH3:20])[CH3:19].[C:23]1(=[O:33])[NH:27][C:26](=[O:28])[C:25]2=[CH:29][CH:30]=[CH:31][CH:32]=[C:24]12.C1(P(C2C=CC=CC=2)C2C=CC=CC=2)C=CC=CC=1.N(C(OCC)=O)=NC(OCC)=O>C1COCC1.C1(C)C=CC=CC=1.O>[F:1][C:2]1[CH:7]=[CH:6][C:5]([O:8][CH3:9])=[CH:4][C:3]=1[C:10]1[CH:11]=[CH:12][C:13]([CH2:21][N:27]2[C:23](=[O:33])[C:24]3[C:25](=[CH:29][CH:30]=[CH:31][CH:32]=3)[C:26]2=[O:28])=[N:14][C:15]=1[O:16][CH2:17][CH:18]([CH3:19])[CH3:20]. Reported procedure: To a solution of (5-(2-fluoro-5-methoxyphenyl)-6-isobutoxypyridin-2-yl)methanol (177 mg) in THF (5.0 mL) was added phthalimide (102 mg), triphenylphosphine (181 mg) and a 40% solution of diethyl azodicarboxylate in toluene (320 μL), and the mixture was stirred at room temperature for 15 hr. Water was added, and the reaction mixture was extracted with ethyl acetate. The extract was washed with saturated brine, and dried over anhydrous sodium sulfate. The solvent was evaporated under reduced press... Starting materials: BrC(C(=O)C1(CCC1)C1=CC(=C(C=C1)Cl)Cl)C1=CC=CC=C1 (2-bromo-1-[1-(3,4-dichlorophenyl)cyclobutyl]-2-phenylethanone), N1C(NCC1)=S (imidazolidine-2-thione), C(C)O (ethanol). Yields the product Br.ClC=1C=C(C=CC1Cl)C1(CCC1)C=1N2C(SC1C1=CC=CC=C1)=NCC2 (3-[1-(3,4-dichlorophenyl)cyclobutyl]-2-phenyl-5,6-dihydroimidazo[2,1-b]thiazole hydrobromide). Yield: 31.2%. Procedure: A mixture of 2-bromo-1-[1-(3,4-dichlorophenyl)cyclobutyl]-2-phenylethanone (3.8 g), imidazolidine-2-thione (0.97 g), ethanol (70 ml) and acetic acid (40 ml) was heated under reflux for 20 hours then allowed to cool to ambient temperature. The solvents were removed in vacuo and the residue was crystallised from ethanol. The resulting product was collected by filtration, washed with ethanol (10 ml) and dried in vacuo at 100° C. to give 3-[1-(3,4-dichlorophenyl)cyclobutyl]-2-phenyl-5,6-dihydroimida... Reaction SMILES: [Br:1][CH:2]([C:17]1[CH:22]=[CH:21][CH:20]=[CH:19][CH:18]=1)[C:3]([C:5]1([C:9]2[CH:14]=[CH:13][C:12]([Cl:15])=[C:11]([Cl:16])[CH:10]=2)[CH2:8][CH2:7][CH2:6]1)=O.[NH:23]1[CH2:27][CH2:26][NH:25][C:24]1=[S:28].C(O)C>C(O)(=O)C>[BrH:1].[Cl:16][C:11]1[CH:10]=[C:9]([C:5]2([C:3]3[N:25]4[CH2:26][CH2:27][N:23]=[C:24]4[S:28][C:2]=3[C:17]3[CH:22]=[CH:21][CH:20]=[CH:19][CH:18]=3)[CH2:8][CH2:7][CH2:6]2)[CH:14]=[CH:13][C:12]=1[Cl:15] |f:4.5|. Solvent: C(C)(=O)O (acetic acid). Reactants: C(=O)(O)[O-].[Na+] (NaHCO3), C(C)(C)C=1C=CC(=C(C1)C1=C(C=C(C=C1)C(F)(F)F)CNC[C@H](N)C1=CC=CC=C1)OC ((1R)—N2-{[5′-isopropyl-2′-methoxy-4-(trifluoromethyl)biphenyl-2-yl]methyl}-1-phenylethane-1,2-diamine), ClC(Cl)(OC(OC(Cl)(Cl)Cl)=O)Cl (triphosgene), CCN(C(C)C)C(C)C (DIPEA). Run in C(Cl)Cl (CH2Cl2). Run at time 45 minute. Product: C(C)(C)C=1C=CC(=C(C1)C1=C(C=C(C=C1)C(F)(F)F)CN1C(N[C@@H](C1)C1=CC=CC=C1)=O)OC ((4R)-1-{[5′-isopropyl-2′-methoxy-4-(trifluoromethyl)biphenyl-2-yl]methyl}-4-phenylimidazolidin-2-one). Reaction SMILES: [CH:1]([C:4]1[CH:5]=[CH:6][C:7]([O:31][CH3:32])=[C:8]([C:10]2[CH:15]=[CH:14][C:13]([C:16]([F:19])([F:18])[F:17])=[CH:12][C:11]=2[CH2:20][NH:21][CH2:22][C@@H:23]([C:25]2[CH:30]=[CH:29][CH:28]=[CH:27][CH:26]=2)[NH2:24])[CH:9]=1)([CH3:3])[CH3:2].CCN(C(C)C)C(C)C.Cl[C:43](Cl)([O:45]C(=O)OC(Cl)(Cl)Cl)Cl.C([O-])(O)=O.[Na+]>C(Cl)Cl>[CH:1]([C:4]1[CH:5]=[CH:6][C:7]([O:31][CH3:32])=[C:8]([C:10]2[CH:15]=[CH:14][C:13]([C:16]([F:18])([F:19])[F:17])=[CH:12][C:11]=2[CH2:20][N:21]2[CH2:22][C@@H:23]([C:25]3[CH:26]=[CH:27][CH:28]=[CH:29][CH:30]=3)[NH:24][C:43]2=[O:45])[CH:9]=1)([CH3:3])[CH3:2] |f:3.4|. Reported procedure: A solution of (1R)—N2-{[5′-isopropyl-2′-methoxy-4-(trifluoromethyl)biphenyl-2-yl]methyl}-1-phenylethane-1,2-diamine (96.0 mg, 0.22 mmol) in CH2Cl2 (15 mL) was cooled to 0° C. and DIPEA (230 μL, 1.32 mmol) was added followed by triphosgene (32.6 mg, 0.11 mmol). After 45 minutes, the reaction was poured into saturated NaHCO3 (25 mL). The mixture was extracted with EtOAc (75 mL). The organic layer was washed with brine, dried over Na2SO4, filtered, and concentrated. Purification of the residue by f... The reactants are C(C)OC(C(CC1=CC=CC=C1)(C)S(=O)(=O)CC1=CC=C(C=C1)OC)=O (2-(4-Methoxy-phenylmethanesulfonyl)-2-methyl-3-phenyl-propionic acid ethyl ester). Run in CO (methanol), [OH-].[Na+] (NaOH). Yields the product COC1=CC=C(C=C1)CS(=O)(=O)C(C(=O)O)(CC1=CC=CC=C1)C (2-(4-Methoxy-phenylmethanesulfonyl)-2-methyl-3-phenyl-propionic acid). Reaction SMILES: C([O:3][C:4](=[O:26])[C:5]([S:14]([CH2:17][C:18]1[CH:23]=[CH:22][C:21]([O:24][CH3:25])=[CH:20][CH:19]=1)(=[O:16])=[O:15])([CH3:13])[CH2:6][C:7]1[CH:12]=[CH:11][CH:10]=[CH:9][CH:8]=1)C>CO.[OH-].[Na+]>[CH3:25][O:24][C:21]1[CH:20]=[CH:19][C:18]([CH2:17][S:14]([C:5]([CH3:13])([CH2:6][C:7]2[CH:12]=[CH:11][CH:10]=[CH:9][CH:8]=2)[C:4]([OH:26])=[O:3])(=[O:15])=[O:16])=[CH:23][CH:22]=1 |f:2.3|. Reported procedure: 2-(4-Methoxy-phenylmethanesulfonyl)-2-methyl-3-phenyl-propionic acid was prepared starting from 2-(4-Methoxy-phenylmethanesulfonyl)-2-methyl-3-phenyl-propionic acid ethyl ester (3.5 g, 9.0 mmol) dissolved in methanol (50 ml) and 10 N NaOH (30 ml). The resulting reaction mixture was worked up as outlined in Example 9. Yield 930 mg, 31%. Colorless solid, mp: 106-108 C;. MS: 347 (M−H)+. The reactants are CCOC(C)=O, CCCCCC, [Cl-], Cc1ccc(S(=O)(=O)N2C(C(N)=O)CCC2c2ccc(F)cc2)cc1, O=[P+]. Yields the product Cc1ccc(S(=O)(=O)N2C(C#N)CCC2c2ccc(F)cc2)cc1. Reaction SMILES: [C:35]([O:36][CH2:37][CH3:38])(=[O:39])[CH3:40].[CH3:29][CH2:30][CH2:31][CH2:32][CH2:33][CH3:34].[Cl-:26].[F:1][c:2]1[cH:3][cH:4][c:5]([CH:8]2[CH2:9][CH2:10][CH:11]([C:23](=[O:24])[NH2:25])[N:12]2[S:13](=[O:14])(=[O:15])[c:16]2[cH:17][cH:18][c:19]([CH3:22])[cH:20][cH:21]2)[cH:6][cH:7]1.[P+:27]=[O:28]>>[F:1][c:2]1[cH:3][cH:4][c:5]([CH:8]2[CH2:9][CH2:10][CH:11]([C:23]#[N:25])[N:12]2[S:13](=[O:14])(=[O:15])[c:16]2[cH:17][cH:18][c:19]([CH3:22])[cH:20][cH:21]2)[cH:6][cH:7]1. Starting materials: cupric acetate, C(CN(CC(=O)O)CC(=O)O)N(CC(=O)O)CC(=O)O (EDTA), C[C@]12C[C@@H]([C@H]3[C@H]([C@@H]1CC[C@@]2(C(=O)CO)O)CCC4=CC(=O)C=C[C@]34C)O (Prednisolone), C(=O)(O)[O-].[Na+] (NaHCO3). Solvent: CO (methanol), CO (methanol), CO (methanol). Reaction conditions: time 20 minute. The product is O[C@@H]1[C@@H]2[C@]3(C=CC(C=C3CC[C@H]2[C@@H]2CC[C@]([C@H](C(=O)OC)O)([C@]2(C1)C)O)=O)C (methyl (20R)-11β,17,20-trihydroxy-3-oxo-1,4-pregnadien-21-oate). Reaction SMILES: [CH3:1][C@@:2]12[C@@:10]([OH:15])([C:11]([CH2:13][OH:14])=[O:12])[CH2:9][CH2:8][C@H:7]1[C@@H:6]1[CH2:16][CH2:17][C:18]3[C@@:24]([CH3:25])([C@H:5]1[C@@H:4]([OH:26])[CH2:3]2)[CH:23]=[CH:22][C:20](=[O:21])[CH:19]=3.[C:27]([O-])(O)=[O:28].[Na+].C(N(CC(O)=O)CC(O)=O)CN(CC(O)=O)CC(O)=O>CO>[OH:26][C@H:4]1[CH2:3][C@@:2]2([CH3:1])[C@@H:7]([CH2:8][CH2:9][C@:10]2([OH:15])[C@@H:11]([OH:12])[C:13]([O:28][CH3:27])=[O:14])[C@H:6]2[C@H:5]1[C@:24]1([CH3:25])[C:18]([CH2:17][CH2:16]2)=[CH:19][C:20](=[O:21])[CH:22]=[CH:23]1 |f:1.2|. Procedure details: Prednisolone (10 g) was dissolved in 750 ml of methanol and 2.25 g cupric acetate in 750 ml of methanol was added. The solution was mixed and set aside for 20 min. While stirring, the reaction was continued with airation for 1 weak. After adding 500 ml of 0.1% NaHCO3 solution containing 4.5 g EDTA, methanol was evaporated under vacuum. The solution was extracted with ethyl acetate (1,000 ml), dried on anhydrous sodium sulfate and evaporated to dryness (7.5 g). The residue was dissolved in 150 ml... Reactants: ClC1=CC(=NC(=C1)C)N (4-chloro-6-methylpyridin-2-amine), N1CCOCC1 (morpholine). Run at temperature 150 celsius. Yields the product CC1=CC(=CC(=N1)N)N1CCOCC1 (6-methyl-4-morpholinopyridin-2-amine). Reaction SMILES: Cl[C:2]1[CH:7]=[C:6]([CH3:8])[N:5]=[C:4]([NH2:9])[CH:3]=1.[NH:10]1[CH2:15][CH2:14][O:13][CH2:12][CH2:11]1>>[CH3:8][C:6]1[N:5]=[C:4]([NH2:9])[CH:3]=[C:2]([N:10]2[CH2:15][CH2:14][O:13][CH2:12][CH2:11]2)[CH:7]=1. Reported procedure: To 4-chloro-6-methylpyridin-2-amine (150 mg, 1.05 mmol) in a nitrogen purged vial was added morpholine (0.917 mL, 10.5 mmol). The reaction mixture was sealed and heated at 150° C. for 1.5 hours. The reaction mixture was concentrated under reduced pressure. The residue was dissolved in DCM (10 mL) and washed with aqueous saturated sodium bicarbonate solution. The organic layer was dried over sodium sulfate, filtered, and concentrated under reduced pressure. The residue was purified by silica gel ... The reactants are [OH-].[Li+] (lithium hydroxide), Cl.C(C)(=O)OCC (hydrochloric acid ethyl acetate), COC=1C(=C(OCCCOC2=C(C3=C(CCC(O3)C(=O)OC)C=C2)CCC)C=CC1C=1N=COC1)CCC (Methyl 3,4-Dihydro-7-[3-[3-methoxy-4-(4-oxazolyl)-2-propylphenoxy]propoxy]-8-propyl-2H-1-benzopyran-2-carboxylate), 4, [OH-].[Li+] (lithium hydroxide). The solvent is CO.C1CCOC1 (methanol THF). Conditions: time 45 minute. Product: COC=1C(=C(OCCCOC2=C(C3=C(CCC(O3)C(=O)O)C=C2)CCC)C=CC1C=1N=COC1)CCC (3,4-Dihydro-7-[3-[3-methoxy-4-(4-oxazolyl)-2-propylphenoxy]propoxy]-8-propyl-2H-1-benzopyran-2-carboxylic acid). Reaction SMILES: [CH3:1][O:2][C:3]1[C:4]([CH2:36][CH2:37][CH3:38])=[C:5]([CH:28]=[CH:29][C:30]=1[C:31]1[N:32]=[CH:33][O:34][CH:35]=1)[O:6][CH2:7][CH2:8][CH2:9][O:10][C:11]1[CH:24]=[CH:23][C:14]2[CH2:15][CH2:16][CH:17]([C:19]([O:21]C)=[O:20])[O:18][C:13]=2[C:12]=1[CH2:25][CH2:26][CH3:27].[OH-].[Li+].Cl.C(OCC)(=O)C>CO.C1COCC1>[CH3:1][O:2][C:3]1[C:4]([CH2:36][CH2:37][CH3:38])=[C:5]([CH:28]=[CH:29][C:30]=1[C:31]1[N:32]=[CH:33][O:34][CH:35]=1)[O:6][CH2:7][CH2:8][CH2:9][O:10][C:11]1[CH:24]=[CH:23][C:14]2[CH2:15][CH2:16][CH:17]([C:19]([OH:21])=[O:20])[O:18][C:13]=2[C:12]=1[CH2:25][CH2:26][CH3:27] |f:1.2,3.4,5.6|. Procedure: The compound of Example 4 (25 mg, 47.7 μmol) along with 1.0 ml of 4:I methanol/THF, and 0.09 ml of 1 N lithium hydroxide were stirred at 0° C. for thirty minutes. An additional 0.09 ml of 1 N lithium hydroxide was added and the reaction mixture was stirred at room temperature for 45 minutes. The reaction mixture was poured into 0.5 N hydrochloric acid/ethyl acetate. The ethyl acetate layer was washed with brine, dried over sodium sulfate, and concentrated under Vacuum to give the product; meltin... RXN SMILES: [CH2:13]([CH3:14])[NH:15][c:16]1[n:17][c:18]([S:24][CH3:25])[n:19][cH:20][c:21]1[CH:22]=[O:23].[CH3:31][c:32]1[cH:33][cH:34][cH:35][cH:36][cH:37]1.[Cl:1][c:2]1[c:3]([NH2:12])[cH:4][c:5]([O:10][CH3:11])[cH:6][c:7]1[O:8][CH3:9].[S:26](=[O:27])(=[O:28])([OH:29])[OH:30]>>[Cl:1][c:2]1[c:3]([N:12]=[CH:22][c:21]2[c:16]([NH:15][CH2:13][CH3:14])[n:17][c:18]([S:24][CH3:25])[n:19][cH:20]2)[cH:4][c:5]([O:10][CH3:11])[cH:6][c:7]1[O:8][CH3:9]. Product: CCNc1nc(SC)ncc1C=Nc1cc(OC)cc(OC)c1Cl. The reactants are CCNc1nc(SC)ncc1C=O, Cc1ccccc1, COc1cc(N)c(Cl)c(OC)c1, O=S(=O)(O)O.